describe an organic reaction: reactants, conditions, products, and yield From a dataset of the Open Reaction Database (ORD), a public repository of structured organic reaction records. Starting materials: CC(=O)O, COc1cc(C(=O)N2CCCSc3ccccc32)ccc1C(=O)Nc1cccc2[nH]c(C)nc12, [Na+], O=C([O-])O, OO. The product is COc1cc(C(=O)N2CCCS(=O)c3ccccc32)ccc1C(=O)Nc1cccc2[nH]c(C)nc12. As a reaction SMILES: [C:42]([OH:43])(=[O:44])[CH3:45].[CH3:1][O:2][c:3]1[c:4]([C:5](=[O:6])[NH:7][c:8]2[cH:9][cH:10][cH:11][c:12]3[nH:13][c:14]([CH3:17])[n:15][c:16]23)[cH:18][cH:19][c:20]([C:22](=[O:23])[N:24]2[CH2:25][CH2:26][CH2:27][S:28][c:29]3[c:30]2[cH:31][cH:32][cH:33][cH:34]3)[cH:21]1.[Na+:41].[O-:37][C:38]([OH:39])=[O:40].[OH:35][OH:36]>>[CH3:1][O:2][c:3]1[c:4]([C:5](=[O:6])[NH:7][c:8]2[cH:9][cH:10][cH:11][c:12]3[nH:13][c:14]([CH3:17])[n:15][c:16]23)[cH:18][cH:19][c:20]([C:22](=[O:23])[N:24]2[CH2:25][CH2:26][CH2:27][S:28](=[O:37])[c:29]3[c:30]2[cH:31][cH:32][cH:33][cH:34]3)[cH:21]1. Starting materials: C(C1=CC=CC=C1)C1CCC(CC1)=CC1=NC2=C(N1)C=CC=C2 (2-(4-benzyl-cyclohexylidenemethyl)-1H-benzimidazole), OO (hydrogen peroxide), B.C1CCOC1 (borane·THF), [OH-].[Na+] (sodium hydroxide). Run in C(Cl)(Cl)Cl (chloroform), O (water). Run at time 24 hour. Product: N1C(=NC2=C1C=CC=C2)C(O)C2CCC(CC2)CC2=CC=CC=C2 ((1H-Benzoimidazol-2-yl)-(4-benzyl-cyclohexyl)-methanol). RXN SMILES: [CH2:1]([CH:8]1[CH2:13][CH2:12][C:11](=[CH:14][C:15]2[NH:19][C:18]3[CH:20]=[CH:21][CH:22]=[CH:23][C:17]=3[N:16]=2)[CH2:10][CH2:9]1)[C:2]1[CH:7]=[CH:6][CH:5]=[CH:4][CH:3]=1.B.C1C[O:28]CC1.[OH-].[Na+].OO>C(Cl)(Cl)Cl.O>[NH:19]1[C:18]2[CH:20]=[CH:21][CH:22]=[CH:23][C:17]=2[N:16]=[C:15]1[CH:14]([CH:11]1[CH2:10][CH2:9][CH:8]([CH2:1][C:2]2[CH:3]=[CH:4][CH:5]=[CH:6][CH:7]=2)[CH2:13][CH2:12]1)[OH:28] |f:1.2,3.4|. Reported procedure: Example 3 was prepared by the following procedure. To a stirred solution of 20 mg of 2-(4-benzyl-cyclohexylidenemethyl)-1H-benzimidazole in 10 mL of TEF cooled in an ice bath was added 1 mL of 1M borane·THF. After stirring for 24 h warming to room temperature, 0.5 mL of water was added followed by 0.5 mL of 6N sodium hydroxide and 0.5 mL of 30% hydrogen peroxide. After 30 min, the solution was diluted with 100 mL of chloroform, washed 2×10 mL of water, dried over magnesium sulfate and concentrat... Reactants: NC1=C(N(C2=CC=C(C=C12)Cl)C(=O)OCC)C(C1=CC(=CC=C1)Cl)=O (3-Amino-5-chloro-2-(3-chlorobenzoyl)-1-(ethoxycarbonyl)indole), C(CC)(=O)Cl (propionyl chloride). Run in C(C)(=O)OCC (ethyl acetate). Product: ClC=1C=C2C(=C(NC2=CC1)C(C1=CC(=CC=C1)Cl)=O)NC(CC)=O (5-Chloro-2-(3-chlorobenzoyl)-3-(propionylamino)indole). As a reaction SMILES: [NH2:1][C:2]1[C:10]2[C:5](=[CH:6][CH:7]=[C:8]([Cl:11])[CH:9]=2)[N:4](C(OCC)=O)[C:3]=1[C:17](=[O:25])[C:18]1[CH:23]=[CH:22][CH:21]=[C:20]([Cl:24])[CH:19]=1.[C:26](Cl)(=[O:29])[CH2:27][CH3:28]>C(OCC)(=O)C>[Cl:11][C:8]1[CH:9]=[C:10]2[C:5](=[CH:6][CH:7]=1)[NH:4][C:3]([C:17](=[O:25])[C:18]1[CH:23]=[CH:22][CH:21]=[C:20]([Cl:24])[CH:19]=1)=[C:2]2[NH:1][C:26](=[O:29])[CH2:27][CH3:28]. Procedure details: The title compound was prepared according to the procedure described in Example 2 (Method A) from 3-amino-5-chloro-2-(3-chlorobenzoyl)-1-(ethoxycarbonyl)indole (step 1) and propionyl chloride. m.p.: 206.5-207.5° C. (ethyl acetate) 1H-NMR (CDCl3) δ: 9.78 (1H, br s), 8.31 (1H, s), 8.28 (1H, br s), 7.78 (1H, s), 7.70-7.59 (2H, m), 7.51 (1H, t, J=8 Hz), 7.34 (1H, dd, J=8, 1.5 Hz), 7.25 (1H, d, J=8 Hz), 2.51 (2H, q, J=7 Hz), 1.30 (3H, t, J=7 Hz)